describe an organic reaction: reactants, conditions, products, and yield From a dataset of the Open Reaction Database (ORD), a public repository of structured organic reaction records. Starting materials: C1OC2(C[C@@H]3CC(C[C@@H]3C2)=O)OC1 (7,7-ethylenedioxy-3-oxo-cis-bicyclo[3,3,0]octane), [Br-].C1(=CC=CC=C1)[P+](CCCCC(=O)O)(C1=CC=CC=C1)C1=CC=CC=C1 (triphenyl (4-carboxybutyl)phosphonium bromide), [Na] (sodium), [H-].[Na+] (sodium hydride), [Cl-].[Na+] (sodium chloride). The solvent is CS(=O)C (dimethyl sulfoxide), CS(=O)C (dimethyl sulfoxide), CS(=O)C (dimethyl sulfoxide), C(C)(=O)O (acetic acid). Run at time 48 hour. The product is C(=O)(O)CCCC=C1C[C@@H]2CC3(C[C@@H]2C1)OCCO3 (3-(4-Carboxybutylidene)-7,7-ethylenedioxy-cis-bicyclo[3,3,0]octane). The yield is 312.2%. As a reaction SMILES: [Br-].C1([P+](C2C=CC=CC=2)(C2C=CC=CC=2)[CH2:9][CH2:10][CH2:11][CH2:12][C:13]([OH:15])=[O:14])C=CC=CC=1.[Na].[H-].[Na+].[CH2:31]1[CH2:43][O:42][C:33]2([CH2:40][C@@H:39]3[C@@H:35]([CH2:36][C:37](=O)[CH2:38]3)[CH2:34]2)[O:32]1.[Cl-].[Na+]>CS(C)=O.C(O)(=O)C>[C:13]([CH2:12][CH2:11][CH2:10][CH:9]=[C:37]1[CH2:38][C@@H:39]2[C@@H:35]([CH2:34][C:33]3([O:42][CH2:43][CH2:31][O:32]3)[CH2:40]2)[CH2:36]1)([OH:15])=[O:14] |f:0.1,3.4,6.7,^1:27|. Reported procedure: An ylide solution was prepared from 440 g of triphenyl (4-carboxybutyl)phosphonium bromide and sodium dimsyl (prepared from 75.0 g of a 55% w/w suspension of sodium hydride in oil and 3 liters of dimethyl sulfoxide) in dimethyl sulfoxide. To this were added dropwise 36.0 g of 7,7-ethylenedioxy-3-oxo-cis-bicyclo[3,3,0]octane in 400 ml of dimethyl sulfoxide, and the mixture was left standing at room temperature for 48 hours under an atmosphere of nitrogen. Upon completion of the reaction, the reac...